Dataset: the Open Reaction Database (ORD), a public repository of structured organic reaction records. Task: describe an organic reaction: reactants, conditions, products, and yield Reactants: COC(=O)C(CNS(=O)(=O)c1ccc(OCc2ccccc2)cc1)N1CCN(S(C)(=O)=O)CC1, [Li+], C1CCOC1, [OH-], O. Product: CS(=O)(=O)N1CCN(C(CNS(=O)(=O)c2ccc(OCc3ccccc3)cc2)C(=O)O)CC1. Reaction SMILES: [CH2:3]([c:4]1[cH:5][cH:6][cH:7][cH:8][cH:9]1)[O:10][c:11]1[cH:12][cH:13][c:14]([S:17](=[O:18])(=[O:19])[NH:20][CH2:21][CH:22]([C:23](=[O:24])[O:25][CH3:26])[N:27]2[CH2:28][CH2:29][N:30]([S:33](=[O:34])(=[O:35])[CH3:36])[CH2:31][CH2:32]2)[cH:15][cH:16]1.[Li+:1].[O:37]1[CH2:38][CH2:39][CH2:40][CH2:41]1.[OH-:2].[OH2:42]>>[CH2:3]([c:4]1[cH:5][cH:6][cH:7][cH:8][cH:9]1)[O:10][c:11]1[cH:12][cH:13][c:14]([S:17](=[O:18])(=[O:19])[NH:20][CH2:21][CH:22]([C:23](=[O:24])[OH:25])[N:27]2[CH2:28][CH2:29][N:30]([S:33](=[O:34])(=[O:35])[CH3:36])[CH2:31][CH2:32]2)[cH:15][cH:16]1.